From a dataset of the Open Reaction Database (ORD), a public repository of structured organic reaction records. describe an organic reaction: reactants, conditions, products, and yield Starting materials: ClC1=CC=C(C(=O)N2CC3(CC3C2)C2=CC=C(C=C2)Cl)C=C1 (3-(p-chlorobenzoyl)-1-(p-chlorophenyl)-3-azabicyclo[3.1.0]hexane), [H-].COCCO[Al+]OCCOC.[Na+].[H-] (sodium bis(2-methoxyethoxy)aluminum hydride). Solvent: C1=CC=CC=C1 (benzene). The product is ClC1=CC=C(CN2CC3(CC3C2)C2=CC=C(C=C2)Cl)C=C1 (3-(p-Chlorobenzyl)-1-(p-chlorophenyl)-3-azabicyclo[3.1.0]hexane). Reaction SMILES: [Cl:1][C:2]1[CH:22]=[CH:21][C:5]([C:6]([N:8]2[CH2:13][CH:12]3[C:10]([C:14]4[CH:19]=[CH:18][C:17]([Cl:20])=[CH:16][CH:15]=4)([CH2:11]3)[CH2:9]2)=O)=[CH:4][CH:3]=1.[H-].COCCO[Al+]OCCOC.[Na+].[H-]>C1C=CC=CC=1>[Cl:1][C:2]1[CH:3]=[CH:4][C:5]([CH2:6][N:8]2[CH2:13][CH:12]3[C:10]([C:14]4[CH:19]=[CH:18][C:17]([Cl:20])=[CH:16][CH:15]=4)([CH2:11]3)[CH2:9]2)=[CH:21][CH:22]=1 |f:1.2.3.4|. Procedure details: A 16.60 g portion of 3-(p-chlorobenzoyl)-1-(p-chlorophenyl)-3-azabicyclo[3.1.0]hexane (prepared above) is dissolved in 160 ml of benzene and 55.5 g of sodium bis(2-methoxyethoxy)aluminum hydride (70% benzene solution) is added dropwise. The mixture is refluxed for 2 hours, cooled and quenched slowly with 10N sodium hydroxide. Water is added, the organic layer is separated and washed 3 times with water and then dried over sodium magnesium sulfate. Removal of the solvent yields an off-white solid,... Reactants: CC(C)(C)OC(=O)C=C1CCn2c1cc1cc(OCc3ccccc3)ccc12, C1CCOC1, [H][H]. Yields the product CC(C)(C)OC(=O)CC1CCn2c1cc1cc(OCc3ccccc3)ccc12. Reaction SMILES: [C:1]([CH3:2])([CH3:3])([CH3:4])[O:5][C:6]([CH:7]=[C:8]1[CH2:9][CH2:10][n:11]2[c:12]1[cH:13][c:14]1[cH:15][c:16]([O:20][CH2:21][c:22]3[cH:23][cH:24][cH:25][cH:26][cH:27]3)[cH:17][cH:18][c:19]21)=[O:28].[CH2:31]1[O:32][CH2:33][CH2:34][CH2:35]1.[H:29][H:30]>>[C:1]([CH3:2])([CH3:3])([CH3:4])[O:5][C:6]([CH2:7][CH:8]1[CH2:9][CH2:10][n:11]2[c:12]1[cH:13][c:14]1[cH:15][c:16]([O:20][CH2:21][c:22]3[cH:23][cH:24][cH:25][cH:26][cH:27]3)[cH:17][cH:18][c:19]21)=[O:28]. Reactants: N-Aryl-benzenesulfonamides, NC1=C(C=C(C=C1)Cl)C(=O)C1=CC=CC=C1 ((2-amino-5-chloro-phenyl)-phenyl-methanone), C(C)C1=CC=C(C=C1)S(=O)(=O)Cl (4-ethyl-benzenesulfonyl chloride). The product is C(C1=CC=CC=C1)(=O)C1=C(C=CC(=C1)Cl)NS(=O)(=O)C1=CC=C(C=C1)CC (N-(2-Benzoyl-4-chloro-phenyl)-4-ethyl-benzenesulfonamide). RXN SMILES: [NH2:1][C:2]1[CH:7]=[CH:6][C:5]([Cl:8])=[CH:4][C:3]=1[C:9]([C:11]1[CH:16]=[CH:15][CH:14]=[CH:13][CH:12]=1)=[O:10].[CH2:17]([C:19]1[CH:24]=[CH:23][C:22]([S:25](Cl)(=[O:27])=[O:26])=[CH:21][CH:20]=1)[CH3:18]>>[C:9]([C:3]1[CH:4]=[C:5]([Cl:8])[CH:6]=[CH:7][C:2]=1[NH:1][S:25]([C:22]1[CH:23]=[CH:24][C:19]([CH2:17][CH3:18])=[CH:20][CH:21]=1)(=[O:27])=[O:26])(=[O:10])[C:11]1[CH:12]=[CH:13][CH:14]=[CH:15][CH:16]=1. Procedure: The title compound was prepared according to the general procedure for the synthesis of N-Aryl-benzenesulfonamides previously described using 115 mg of (2-amino-5-chloro-phenyl)-phenyl-methanone and 102 mg of 4-ethyl-benzenesulfonyl chloride. 1H-NMR (400 MHz, CDCl3): δ 1.13 (t, 3H, J=8.0 Hz), 2.53 (q, 2H, J−15.3 Hz, 7.6 Hz), 7.07 (d, 2H, J=8.4 Hz), 7.32 (d, 1H, J=2.8 Hz), 7.34-7.42 (m, 4H), 7.48 (dd, 1H, J=8.8 Hz, 2.4 Hz), 7.56 (m, 3H), 7.76 (d, 1H, J=8.8 Hz), 9.75 (s, 1H). MS: m/z 400.8 (M++1). Reactants: NC1=C(C=C(C(=O)NC2=NC3=CC=CC=C3C=C2)C=C1)[N+](=O)[O-] (4-amino-3-nitro-N-quinolin-2-yl-benzamide). The reagents and catalysts are O=[Pt]=O (PtO2). Run in CCO (EtOH). Yields the product NC=1C=C(C(=O)NC2=NC3=CC=CC=C3C=C2)C=CC1N (3,4-diamino-N-quinolin-2-yl-benzamide). RXN SMILES: [NH2:1][C:2]1[CH:20]=[CH:19][C:5]([C:6]([NH:8][C:9]2[CH:18]=[CH:17][C:16]3[C:11](=[CH:12][CH:13]=[CH:14][CH:15]=3)[N:10]=2)=[O:7])=[CH:4][C:3]=1[N+:21]([O-])=O>CCO.O=[Pt]=O>[NH2:21][C:3]1[CH:4]=[C:5]([CH:19]=[CH:20][C:2]=1[NH2:1])[C:6]([NH:8][C:9]1[CH:18]=[CH:17][C:16]2[C:11](=[CH:12][CH:13]=[CH:14][CH:15]=2)[N:10]=1)=[O:7]. Procedure details: A suspension of the above 4-amino-3-nitro-N-quinolin-2-yl-benzamide (5 g, 16.2 mmol) in EtOH (50 mL) was hydrogenated at one atm over PtO2 (250 mg) for 4 h (the suspension will become a clear when the reaction is complete). The catalyst was filtered through Celite and washed with EtOH. The solvent was removed under reduced pressure to give 3,4-diamino-N-quinolin-2-yl-benzamide as a red solid. RXN SMILES: [Al+3:45].[Cl-:34].[Cl-:44].[Cl-:46].[Cl-:47].[Cl:1][c:2]1[cH:3][cH:4][c:5](-[c:8]2[s:9][c:10]3[c:11]([cH:12]2)[cH:13][cH:14][cH:15][cH:16]3)[cH:6][cH:7]1.[Cl:50][CH2:51][CH2:52][Cl:53].[N:17]1([CH2:22][CH2:23][O:24][c:25]2[cH:26][cH:27][c:28]([C:29](=[O:30])[OH:31])[cH:32][cH:33]2)[CH2:18][CH2:19][CH2:20][CH2:21]1.[Na+:49].[OH-:48].[s:35]1[c:36]2[cH:37][cH:38][cH:39][cH:40][c:41]2[cH:42][cH:43]1>>[Cl:1][c:2]1[cH:3][cH:4][c:5](-[c:8]2[s:9][c:10]3[c:11]([c:12]2[C:29]([c:28]2[cH:27][cH:26][c:25]([O:24][CH2:23][CH2:22][N:17]4[CH2:18][CH2:19][CH2:20][CH2:21]4)[cH:33][cH:32]2)=[O:30])[cH:13][cH:14][cH:15][cH:16]3)[cH:6][cH:7]1. The product is O=C(c1ccc(OCCN2CCCC2)cc1)c1c(-c2ccc(Cl)cc2)sc2ccccc12. Starting materials: [Al+3], [Cl-], [Cl-], [Cl-], [Cl-], Clc1ccc(-c2cc3ccccc3s2)cc1, ClCCCl, O=C(O)c1ccc(OCCN2CCCC2)cc1, [Na+], [OH-], c1ccc2sccc2c1.